Dataset: the Open Reaction Database (ORD), a public repository of structured organic reaction records. Task: describe an organic reaction: reactants, conditions, products, and yield Starting materials: [RuBr(p-cymene)(DM-BINAP)]Br, transition metal, [RuI(p-cymene)(OcH-BINAP)]I, [RuBr(p-cymene)(OcH-DM-BINAP)]Br, [RuCl(benzene)(OcH-DM-BINAP)]Cl, [RuBr(benzene)(OcH-BINAP)]Br, [RuBr(benzene)(OcH-DM-BINAP)]Br, [RuI(benzene)(OcH-BINAP)]I, [RU2Cl4 (DM-BINAP )2 ]NEt3, [RuBr(benzene)(DM-BINAP)]Br, [RuI(benzene)(DM-BINAP)]I, [Ru2Cl4(OcH-BINAP)2 ]NEt3, [Ru2Cl4 (OcH-BINAP)2 ]NEt3, CC1=CC(=CC(=C1)P(C2=C(C3=CC=CC=C3C=C2)C4=C(C=CC5=CC=CC=C54)P(C6=CC(=CC(=C6)C)C)C7=CC(=CC(=C7)C)C)C8=CC(=CC(=C8)C)C)C (DM-BINAP), CC1=CC(=CC(=C1)P(C2=C(C3=CC=CC=C3C=C2)C4=C(C=CC5=CC=CC=C54)P(C6=CC(=CC(=C6)C)C)C7=CC(=CC(=C7)C)C)C8=CC(=CC(=C8)C)C)C (DM-BINAP), [RuCl(p-cymene)(OcH-DM-BINAP)]Cl, [RuCl(p-cymene)(DM-BINAP)]Cl, RuI(benzene), [RuI(p-cymene)(DM-BINAP)]I, [RuBr(p-cymene)(OcH-BINAP)]Br, [RuCl(benzene)(DM-BINAP)]Cl, [RuCl(benzene)(OcH-BINAP)]Cl, CC1=CC(=CC(=C1)P(C2=C(C3=CC=CC=C3C=C2)C4=C(C=CC5=CC=CC=C54)P(C6=CC(=CC(=C6)C)C)C7=CC(=CC(=C7)C)C)C8=CC(=CC(=C8)C)C)C (DM-BINAP), [RuCl(p-cymene)(OcH-BINAP)]Cl, CC1=CC(=CC(=C1)P(C2=C(C3=CC=CC=C3C=C2)C4=C(C=CC5=CC=CC=C54)P(C6=CC(=CC(=C6)C)C)C7=CC(=CC(=C7)C)C)C8=CC(=CC(=C8)C)C)C (DM-BINAP), [Ru2Cl4 (OcH-DM-BINAP)2 ]NEt3. Solvent: CCN(CC)CC (NEt3), CCN(CC)CC (NEt3). The product is C1(=CC=CC=C1)P([C@@H](C)C[C@H](C)P(C1=CC=CC=C1)C1=CC=CC=C1)C1=CC=CC=C1 ((S,S)-2,4-Bis(diphenylphosphino)pentane). Reaction SMILES: CC1C=C(P(C2C=C(C)C=C(C)C=2)C2C=C[C:16]3[C:11](=CC=CC=3)[C:10]=2[C:19]2C3C(=CC=CC=3)C=[CH:21][C:20]=2[P:29]([C:38]2[CH:43]=[C:42](C)[CH:41]=[C:40](C)[CH:39]=2)C2C=C(C)C=C(C)C=2)C=C(C)C=1>CCN(CC)CC>[C:38]1([P:29]([C:20]2[CH:21]=[CH:16][CH:11]=[CH:10][CH:19]=2)[C@H:11]([CH2:10][C@@H:19]([P:29]([C:20]2[CH:19]=[CH:10][CH:11]=[CH:16][CH:21]=2)[C:38]2[CH:43]=[CH:42][CH:41]=[CH:40][CH:39]=2)[CH3:20])[CH3:16])[CH:43]=[CH:42][CH:41]=[CH:40][CH:39]=1. Procedure details: Among these transition metal complexes, preferable ones include [Ru2 Cl4 (DM-BINAP)2 ]NEt3, [Ru2Cl4(OcH-BINAP)2 ]NEt3, [Ru2Cl4 (OcH-DM-BINAP)2 ]NEt3, [RuI(p-cymene)(DM-BINAP)]I, [RuCl(p-cymene)(DM-BINAP)]Cl, [RuBr(p-cymene)(DM-BINAP)]Br, [RuI(benzene)(DM-BINAP)]I, [RuCl(benzene)(DM-BINAP)]Cl, [RuBr(benzene)(DM-BINAP)]Br, [RuI(p-cymene)(OcH-BINAP)]I, [RuCl(p-cymene)(OcH-BINAP)]Cl, [RuBr(p-cymene)(OcH-BINAP)]Br, [RuI(benzene)(OcH-BINAP)]I, [RuCl(benzene)(OcH-BINAP)]Cl, [RuBr(benzene)(OcH-BINAP)]Br... Starting materials: ClC=1C=C2CC(NC2=CC1)=O (5-chloro-1,3-dihydro-2H-indol-2-one), O (water), Cl (hydrochloric acid), [Ba] (barium). Reaction conditions: temperature 0 celsius, time 15 hour. Yields the product NC1=C(C=C(C=C1)Cl)CC(=O)[O-].NC1=C(C=C(C=C1)Cl)CC(=O)[O-].[Ba+2] (barium bis[(2-amino-5-chlorophenyl)acetate]), powder. Isolated yield 73.0%. RXN SMILES: [Cl:1][C:2]1[CH:3]=[C:4]2[C:8](=[CH:9][CH:10]=1)[NH:7][C:6](=[O:11])[CH2:5]2.[Ba:12].Cl.[OH2:14]>>[NH2:7][C:8]1[CH:9]=[CH:10][C:2]([Cl:1])=[CH:3][C:4]=1[CH2:5][C:6]([O-:11])=[O:14].[NH2:7][C:8]1[CH:9]=[CH:10][C:2]([Cl:1])=[CH:3][C:4]=1[CH2:5][C:6]([O-:11])=[O:14].[Ba+2:12] |f:4.5.6|. Procedure: To a suspension of 5-chloro-1,3-dihydro-2H-indol-2-one x32 (30 g, 1 eq, 0.1754 mol) in water (240 ml), is added barium hydroxyde (75.15 g, 2.5 eq, 0.4385 mol) at room temperature. The resulting suspension is heated at reflux for 17 hours, cooled to 0° C. and a 6 N hydrochloric acid solution (113 ml) is added (until pH 8). The resulting solution is heated at reflux for 30 minutes, cooled to 70° C. in 2 hours and then to 50° C. for 15 hours. The resulting suspension is progressively cooled to 0° C... Reactants: NC1=C(C(=NC=N1)OCCO)Br (2-(6-amino-5-bromopyrimidin-4-yloxy)ethanol), [H-].[Na+] (sodium hydride), ice water, ClC1=NC=C(C=N1)SC (2-chloro-5-methylthiopyrimidine). Solvent: CN(C=O)C (dimethylformamide). Reaction conditions: time 20 minute. Yields the product BrC=1C(=NC=NC1OCCOC1=NC=C(C=N1)SC)N (5-bromo-6-[2-(5-methythiopyrimidin-2-yloxy)ethoxy]pyrimidine-4-amine). Yield: 53.6%. As a reaction SMILES: [NH2:1][C:2]1[N:7]=[CH:6][N:5]=[C:4]([O:8][CH2:9][CH2:10][OH:11])[C:3]=1[Br:12].[H-].[Na+].Cl[C:16]1[N:21]=[CH:20][C:19]([S:22][CH3:23])=[CH:18][N:17]=1>CN(C)C=O>[Br:12][C:3]1[C:2]([NH2:1])=[N:7][CH:6]=[N:5][C:4]=1[O:8][CH2:9][CH2:10][O:11][C:16]1[N:21]=[CH:20][C:19]([S:22][CH3:23])=[CH:18][N:17]=1 |f:1.2|. Reported procedure: To a solution of 2-(6-amino-5-bromopyrimidin-4-yloxy)ethanol (611 mg) in dimethylformamide (20 ml) is added sodium hydride (60% dispersion-type, 125 mg), and the mixture is stirred for 20 minutes. To the mixture is added 2-chloro-5-methylthiopyrimidine (461 mg), and the mixture is stirred at room temperature for three hours. To the mixture is added ice-water, and the mixture is extracted with ethyl acetate. The ethyl acetate layer is washed, dried, and evaporated to remove the solvent. The resid... The reactants are NC1=C(C=CC=C1C)C(=O)C1=C(C=CC=C1)F ((2-Amino-3-methyl-phenyl)-(2-fluoro-phenyl)-methanone), ClC=1C=C(N)C=CC1Cl (3,4-dichloroaniline), FC1=C(C#N)C=CC=C1 (2-fluorobenzonitrile). The product is NC1=C(C=C(C(=C1)Cl)Cl)C(=O)C1=C(C=CC=C1)F ((2-Amino-4,5-dichloro-phenyl)-(2-fluoro-phenyl)-methanone). Reported procedure: In a manner similar to that described above for compound 1b, 3,4-dichloroaniline and 2-fluorobenzonitrile were converted to 1ad (17% yield) MS m/z=284 (M+H). RXN SMILES: NC1C(C)=CC=CC=1[C:9]([C:11]1[CH:16]=[CH:15][CH:14]=[CH:13][C:12]=1[F:17])=[O:10].[Cl:18][C:19]1[CH:20]=[C:21]([CH:23]=[CH:24][C:25]=1[Cl:26])[NH2:22].FC1C=CC=CC=1C#N>>[NH2:22][C:21]1[CH:20]=[C:19]([Cl:18])[C:25]([Cl:26])=[CH:24][C:23]=1[C:9]([C:11]1[CH:16]=[CH:15][CH:14]=[CH:13][C:12]=1[F:17])=[O:10]. Isolated yield 17.0%. Yields the product Cl (hydrochloric acid), C(C)ON=CC1C2CNCC12C1=CC(=C(C=C1)Cl)Cl (1-(3,4-dichlorophenyl)-3-azabicyclo[3.1.0]hexane-6-carbaldehyde O-ethyl oxime). The solvent is C(Cl)Cl (DCM). Reported procedure: HCl (g) was bubbled through a solution of tert-butyl 1-(3,4-dichlorophenyl)-6-((ethoxyimino)methyl)-3-azabicyclo[3.1.0]hexane-3-carboxylate (70 mg, 0.17 mmol) obtained in step-2 of example 6 in dry DCM (5 mL). After the completion of the reaction as confirmed by TLC, the reaction mixture was purged with excess of nitrogen. The solvent was removed in vacuo to afford a gummy solid which was titurated with hexane to afford hydrochloric acid salt of 1-(3,4-dichlorophenyl)-3-azabicyclo[3.1.0]hexane-6... The reactants are CCCCCC (hexane), Cl (HCl), ClC=1C=C(C=CC1Cl)C12CN(CC2C1C=NOCC)C(=O)OC(C)(C)C (tert-butyl 1-(3,4-dichlorophenyl)-6-((ethoxyimino)methyl)-3-azabicyclo[3.1.0]hexane-3-carboxylate). RXN SMILES: Cl.[Cl:2][C:3]1[CH:4]=[C:5]([C:10]23[CH:15]([CH:16]=[N:17][O:18][CH2:19][CH3:20])[CH:14]2[CH2:13][N:12](C(OC(C)(C)C)=O)[CH2:11]3)[CH:6]=[CH:7][C:8]=1[Cl:9].CCCCCC>C(Cl)Cl>[ClH:2].[CH2:19]([O:18][N:17]=[CH:16][CH:15]1[C:10]2([C:5]3[CH:6]=[CH:7][C:8]([Cl:9])=[C:3]([Cl:2])[CH:4]=3)[CH:14]1[CH2:13][NH:12][CH2:11]2)[CH3:20]. Yield: 153.4%. Starting materials: CC(=O)OC(C)=O, O=c1c2c(c3cccnc3n1-c1ccccc1)OC(CO)C2, c1ccccc1. The product is CC(=O)OCC1Cc2c(c3cccnc3n(-c3ccccc3)c2=O)O1. As a reaction SMILES: [CH3:23][C:24](=[O:25])[O:26][C:27](=[O:28])[CH3:29].[OH:1][CH2:2][CH:3]1[CH2:4][c:5]2[c:6](=[O:22])[n:7](-[c:16]3[cH:17][cH:18][cH:19][cH:20][cH:21]3)[c:8]3[n:9][cH:10][cH:11][cH:12][c:13]3[c:14]2[O:15]1.[cH:30]1[cH:31][cH:32][cH:33][cH:34][cH:35]1>>[O:1]([CH2:2][CH:3]1[CH2:4][c:5]2[c:6](=[O:22])[n:7](-[c:16]3[cH:17][cH:18][cH:19][cH:20][cH:21]3)[c:8]3[n:9][cH:10][cH:11][cH:12][c:13]3[c:14]2[O:15]1)[C:24]([CH3:23])=[O:25]. Starting materials: C(CCCCCCCCCCCCCCCCC)Br (n-octadecyl bromide), [OH-].[K+] (KOH), C1CCCCC12NC1(CCCCC1)C(NC2=O)=O (7,15-diazadispiro [5,1,5,3] hexadecane-14,16-dione). Solvent: CN(C)C=O (DMF), CO (methanol), CCOCC (ether). Reaction conditions: temperature 75 celsius, time 3 hour. Product: C(CCCCCCCCCCCCCCCCC)N1C(C2(NC3(CCCCC3)C1=O)CCCCC2)=O (15-n-octadecyl-7,15-diazadispiro[5,1,5,3]hexadecane-14,16-dione). RXN SMILES: [CH2:1]1[C:6]2([C:16](=[O:17])[NH:15][C:14](=[O:18])[C:8]3([CH2:13][CH2:12][CH2:11][CH2:10][CH2:9]3)[NH:7]2)[CH2:5][CH2:4][CH2:3][CH2:2]1.[OH-].[K+].[CH2:21](Br)[CH2:22][CH2:23][CH2:24][CH2:25][CH2:26][CH2:27][CH2:28][CH2:29][CH2:30][CH2:31][CH2:32][CH2:33][CH2:34][CH2:35][CH2:36][CH2:37][CH3:38]>CO.CN(C=O)C.CCOCC>[CH2:38]([N:15]1[C:16](=[O:17])[C:6]2([CH2:5][CH2:4][CH2:3][CH2:2][CH2:1]2)[NH:7][C:8]2([CH2:13][CH2:12][CH2:11][CH2:10][CH2:9]2)[C:14]1=[O:18])[CH2:37][CH2:36][CH2:35][CH2:34][CH2:33][CH2:32][CH2:31][CH2:30][CH2:29][CH2:28][CH2:27][CH2:26][CH2:25][CH2:24][CH2:23][CH2:22][CH3:21] |f:1.2|. Procedure details: To a solution of 10.0 g. (0.04 moles) of 7,15-diazadispiro [5,1,5,3] hexadecane-14,16-dione in 150 ml of anhydrous methanol in a 500 ml flask was added 2.6 g. of 86% KOH (0.04 moles) and the mixture was shaken until solution was obtained. The reaction mixture was then evaporated to dryness under reduced pressure. The residue was transferred to a 300 ml 3-necked flask equipped with a stirrer, thermometer, condenser with drying tube, dropping funnel and nitrogen inlet with the aid of a small amoun... Starting materials: CCOC(=O)c1ccc2c(c1)C(C)C(=S)N2, ClCCl, O=C1CCC(=O)N1Cl. Product: CCOC(=O)c1ccc2c(c1)C(C)(Cl)C(=S)N2. As a reaction SMILES: [C:1](=[O:2])([O:3][CH2:4][CH3:5])[c:6]1[cH:7][c:8]2[c:12]([cH:13][cH:14]1)[NH:11][C:10](=[S:15])[CH:9]2[CH3:16].[CH2:25]([Cl:26])[Cl:27].[Cl:17][N:18]1[C:19](=[O:20])[CH2:21][CH2:22][C:23]1=[O:24]>>[C:1](=[O:2])([O:3][CH2:4][CH3:5])[c:6]1[cH:7][c:8]2[c:12]([cH:13][cH:14]1)[NH:11][C:10](=[S:15])[C:9]2([CH3:16])[Cl:17].